From a dataset of the Open Reaction Database (ORD), a public repository of structured organic reaction records. describe an organic reaction: reactants, conditions, products, and yield The reactants are ClC1=CC=NC=2N1N=C(C2)C2=C(C=CC=C2)Cl (7-chloro-2-(2-chlorophenyl)-pyrazolo[1,5-a]pyrimidine), IN1C(CCC1=O)=O (N-iodosuccinimide). Run in C(Cl)(Cl)Cl (chloroform), C(Cl)Cl (methylene chloride). Conditions: time 8 hour. Yields the product ClC1=CC=NC=2N1N=C(C2I)C2=C(C=CC=C2)Cl (7-Chloro-2-(2-chlorophenyl)-3-iodopyrazolo[1,5-a]pyrimidine). Yield: 76.8%. RXN SMILES: [Cl:1][C:2]1[N:7]2[N:8]=[C:9]([C:11]3[CH:16]=[CH:15][CH:14]=[CH:13][C:12]=3[Cl:17])[CH:10]=[C:6]2[N:5]=[CH:4][CH:3]=1.[I:18]N1C(=O)CCC1=O>C(Cl)(Cl)Cl.C(Cl)Cl>[Cl:1][C:2]1[N:7]2[N:8]=[C:9]([C:11]3[CH:16]=[CH:15][CH:14]=[CH:13][C:12]=3[Cl:17])[C:10]([I:18])=[C:6]2[N:5]=[CH:4][CH:3]=1. Procedure: To a solution of 7-chloro-2-(2-chlorophenyl)-pyrazolo[1,5-a]pyrimidine (I-1A-1c; 6.00 g, 22.7 mmol) in chloroform (23 ml) and methylene chloride (207 ml) cooled in an ice bath was added N-iodosuccinimide (7.67 g, 34.1 mmol), portionwise. The ice bath was removed and the reaction was stirred overnight at room temperature. After concentrating the red-brown reaction, in vacuo, an ethyl acetate solution of the residue was washed with saturated aqueous Na2S2O4 and brine. The solution was dried (MgSO4... The reactants are O (water), B(OC1=CC=C(C=C1)OCCOCCC)([O-])[O-] (4-(2-propoxyethoxy)phenyl borate), C([O-])([O-])=O.[K+].[K+] (potassium carbonate), BrC=1C=CC2=C(C=C(CCN2CCC(C)C)C(=O)NC2=CC=C(C=C2)CN(C2CCOCC2)C)C1 (7-bromo-1-isopentyl-N-[4-[N-methyl-N-(tetrahydropyran-4-yl)aminomethyl]phenyl]-2,3-dihydro-1-benzazepine-4-carboxamide). The reagents and catalysts are C=1C=CC(=CC1)[P](C=2C=CC=CC2)(C=3C=CC=CC3)[Pd]([P](C=4C=CC=CC4)(C=5C=CC=CC5)C=6C=CC=CC6)([P](C=7C=CC=CC7)(C=8C=CC=CC8)C=9C=CC=CC9)[P](C=1C=CC=CC1)(C=1C=CC=CC1)C=1C=CC=CC1 (tetrakistriphenylphosphinepalladium). Run in C1(=CC=CC=C1)C.C(C)O.O (toluene ethanol water). Conditions: time 30 minute. Product: C(CC(C)C)N1CCC(=CC2=C1C=CC(=C2)C2=CC=C(C=C2)OCCOCCC)C(=O)NC2=CC=C(C=C2)CN(C2CCOCC2)C (1-isopentyl-N-[4-[N-methyl-N-(tetrahydropyran-4-yl)aminomethyl]phenyl]-7-[4-(2-propoxyethoxy)phenyl]-2,3-dihydro-1-benzazepine-4-carboxamide). Isolated yield 10.2%. As a reaction SMILES: Br[C:2]1[CH:3]=[CH:4][C:5]2[N:11]([CH2:12][CH2:13][CH:14]([CH3:16])[CH3:15])[CH2:10][CH2:9][C:8]([C:17]([NH:19][C:20]3[CH:25]=[CH:24][C:23]([CH2:26][N:27]([CH3:34])[CH:28]4[CH2:33][CH2:32][O:31][CH2:30][CH2:29]4)=[CH:22][CH:21]=3)=[O:18])=[CH:7][C:6]=2[CH:35]=1.B([O-])([O-])O[C:38]1[CH:43]=[CH:42][C:41]([O:44][CH2:45][CH2:46][O:47][CH2:48][CH2:49][CH3:50])=[CH:40][CH:39]=1.C(=O)([O-])[O-].[K+].[K+].O>C1(C)C=CC=CC=1.C(O)C.O.C1C=CC([P]([Pd]([P](C2C=CC=CC=2)(C2C=CC=CC=2)C2C=CC=CC=2)([P](C2C=CC=CC=2)(C2C=CC=CC=2)C2C=CC=CC=2)[P](C2C=CC=CC=2)(C2C=CC=CC=2)C2C=CC=CC=2)(C2C=CC=CC=2)C2C=CC=CC=2)=CC=1>[CH2:12]([N:11]1[C:5]2[CH:4]=[CH:3][C:2]([C:38]3[CH:43]=[CH:42][C:41]([O:44][CH2:45][CH2:46][O:47][CH2:48][CH2:49][CH3:50])=[CH:40][CH:39]=3)=[CH:35][C:6]=2[CH:7]=[C:8]([C:17]([NH:19][C:20]2[CH:21]=[CH:22][C:23]([CH2:26][N:27]([CH3:34])[CH:28]3[CH2:33][CH2:32][O:31][CH2:30][CH2:29]3)=[CH:24][CH:25]=2)=[O:18])[CH2:9][CH2:10]1)[CH2:13][CH:14]([CH3:15])[CH3:16] |f:2.3.4,6.7.8,^1:74,76,95,114|. Procedure details: In toluene/ethanol/water (=10/1/1, 31.5 ml) was dissolved 7-bromo-1-isopentyl-N-[4-[N-methyl-N-(tetrahydropyran-4-yl)aminomethyl]phenyl]-2,3-dihydro-1-benzazepine-4-carboxamide (0.66 g). To the solution were added 4-(2-propoxyethoxy)phenyl borate (0.33 g) and potassium carbonate (0.37 g), and the mixture was stirred for 30 minutes under argon atmosphere. To the mixture was added tetrakistriphenylphosphinepalladium (56 mg), and the mixture was heated to reflux for 16 hours. After cooled to room t... Reactants: COC=1C=C(C=CC1OC)C1=CC(N(C(=N1)N(CC1=CC=CC=C1)C)C)=NC1=C(C=C(C=C1C)C)C (3,4-dihydro-6-(3,4-dimethoxyphenyl)-3-methyl-2-(N-methyl-N-benzylamino)-4-(2,4,6-trimethylphenylimino)pyrimidine), CI (methyl iodide). The solvent is O1CCCC1 (tetrahydrofuran). The product is C(C1=CC=CC=C1)N=C1N(C(=CC(N1C)=NC1=C(C=C(C=C1C)C)C)C1=CC(=C(C=C1)OC)OC)C (2-benzylimino-6-(3,4-dimethoxyphenyl)-1,3-dimethyl-1,2,3,4-tetrahydro-4-(2,4,6-trimethylphenylimino)pyrimidine). Reaction SMILES: [CH3:1][O:2][C:3]1[CH:4]=[C:5]([C:11]2[N:16]=[C:15]([N:17](C)[CH2:18][C:19]3[CH:24]=[CH:23][CH:22]=[CH:21][CH:20]=3)[N:14]([CH3:26])[C:13](=[N:27][C:28]3[C:33]([CH3:34])=[CH:32][C:31]([CH3:35])=[CH:30][C:29]=3[CH3:36])[CH:12]=2)[CH:6]=[CH:7][C:8]=1[O:9][CH3:10].[CH3:37]I>O1CCCC1>[CH2:18]([N:17]=[C:15]1[N:14]([CH3:26])[C:13](=[N:27][C:28]2[C:29]([CH3:36])=[CH:30][C:31]([CH3:35])=[CH:32][C:33]=2[CH3:34])[CH:12]=[C:11]([C:5]2[CH:6]=[CH:7][C:8]([O:9][CH3:10])=[C:3]([O:2][CH3:1])[CH:4]=2)[N:16]1[CH3:37])[C:19]1[CH:20]=[CH:21][CH:22]=[CH:23][CH:24]=1. Reported procedure: To a solution of 3,4-dihydro-6-(3,4-dimethoxyphenyl)-3-methyl-2-(N-methyl-N-benzylamino)-4-(2,4,6-trimethylphenylimino)pyrimidine (1.0 g) in tetrahydrofuran (20 ml) was added methyl iodide (2.58 ml). The solution was refluxed for 10 hours and cooled to ambient temperature. The reaction mixture was evaporated in vacuo and the residue was chromatographed on silica gel using chloroform to give 2-benzylimino-6-(3,4-dimethoxyphenyl)-1,3-dimethyl-1,2,3,4-tetrahydro-4-(2,4,6-trimethylphenylimino)pyrimi... Reactants: IC1=C(C=C(C=C1C)C1=CC(N(N=C1)C)=O)C (5-(4-iodo-3,5-dimethylphenyl)-2-methylpyridazin-3(2H)-one), FC=1C=CC(=C2CC[C@H](C12)OC1=CC2=C([C@@H](CO2)CC(=O)OC)C=C1)B1OC(C(O1)(C)C)(C)C (methyl 2-((S)-6-((R)-7-fluoro-4-(4,4,5,5-tetramethyl-1,3,2-dioxaborolan-2-yl)-2,3-dihydro-1H-inden-1-yloxy)-2,3-dihydrobenzofuran-3-yl)acetate), BrC1=C2CC[C@H](C2=C(C=C1)F)OC1=CC2=C([C@@H](CO2)CC(=O)OC)C=C1 (Methyl 2-((S)-6-((R)-4-bromo-7-fluoro-2,3-dihydro-1H-inden-1-yloxy)-2,3-dihydrobenzofuran-3-yl)acetate). The product is CC1=C(C(=CC(=C1)C=1C=NN(C(C1)=O)C)C)C1=C2CC[C@H](C2=C(C=C1)F)OC1=CC2=C([C@@H](CO2)CC(=O)OC)C=C1 (Methyl 2-((S)-6-((R)-4-(2,6-dimethyl-4-(1-methyl-6-oxo-1,6-dihydropyridazin-4-yl)phenyl)-7-fluoro-2,3-dihydro-1H-inden-1-yloxy)-2,3-dihydrobenzofuran-3-yl)acetate). As a reaction SMILES: I[C:2]1[C:7]([CH3:8])=[CH:6][C:5]([C:9]2[CH:14]=[N:13][N:12]([CH3:15])[C:11](=[O:16])[CH:10]=2)=[CH:4][C:3]=1[CH3:17].[F:18][C:19]1[CH:20]=[CH:21][C:22](B2OC(C)(C)C(C)(C)O2)=[C:23]2[C:27]=1[C@H:26]([O:28][C:29]1[CH:42]=[CH:41][C:32]3[C@H:33]([CH2:36][C:37]([O:39][CH3:40])=[O:38])[CH2:34][O:35][C:31]=3[CH:30]=1)[CH2:25][CH2:24]2.BrC1C=CC(F)=C2C=1CC[C@H]2OC1C=CC2[C@H](CC(OC)=O)COC=2C=1>>[CH3:17][C:3]1[CH:4]=[C:5]([C:9]2[CH:14]=[N:13][N:12]([CH3:15])[C:11](=[O:16])[CH:10]=2)[CH:6]=[C:7]([CH3:8])[C:2]=1[C:22]1[CH:21]=[CH:20][C:19]([F:18])=[C:27]2[C:23]=1[CH2:24][CH2:25][C@H:26]2[O:28][C:29]1[CH:42]=[CH:41][C:32]2[C@H:33]([CH2:36][C:37]([O:39][CH3:40])=[O:38])[CH2:34][O:35][C:31]=2[CH:30]=1. Reported procedure: The title compound is prepared from 5-(4-iodo-3,5-dimethylphenyl)-2-methylpyridazin-3(2H)-one and methyl 2-((S)-6-((R)-7-fluoro-4-(4,4,5,5-tetramethyl-1,3,2-dioxaborolan-2-yl)-2,3-dihydro-1H-inden-1-yloxy)-2,3-dihydrobenzofuran-3-yl)acetate following a procedure analogous to that described in Step 5 of Intermediate 1. LC (method 14): tR=1.18 min; Mass spectrum (ESI+): m/z=555 [M+H]+. The reactants are C(C)(C)N1CCC(CC1)OC1=CC=2C=C3N(C2C=C1)CCNC3=O (8-(1-Isopropyl-piperidin-4-yloxy)-3,4-dihydro-2H-pyrazino[1,2-a]indol-1-one), [H-].[Na+] (sodium hydride), BrCCCO (3-bromo-1-propanol). Yields the product OCCCN1C(C=2N(C=3C=CC(=CC3C2)OC2CCN(CC2)C(C)C)CC1)=O (2-(3-Hydroxy-propyl)-8-(1-isopropyl-piperidin-4-yloxy)-3,4-dihydro-2H-pyrazino[1,2-a]indol-1-one). The yield is 66.0%. RXN SMILES: [CH:1]([N:4]1[CH2:9][CH2:8][CH:7]([O:10][C:11]2[CH:19]=[CH:18][C:17]3[N:16]4[CH2:20][CH2:21][NH:22][C:23](=[O:24])[C:15]4=[CH:14][C:13]=3[CH:12]=2)[CH2:6][CH2:5]1)([CH3:3])[CH3:2].[H-].[Na+].Br[CH2:28][CH2:29][CH2:30][OH:31]>>[OH:31][CH2:30][CH2:29][CH2:28][N:22]1[CH2:21][CH2:20][N:16]2[C:17]3[CH:18]=[CH:19][C:11]([O:10][CH:7]4[CH2:8][CH2:9][N:4]([CH:1]([CH3:3])[CH3:2])[CH2:5][CH2:6]4)=[CH:12][C:13]=3[CH:14]=[C:15]2[C:23]1=[O:24] |f:1.2|. Procedure: The title compound was synthesized in analogy to example 17, from 8-(1-isopropyl-piperidin-4-yloxy)-3,4-dihydro-2H-pyrazino[1,2-a]indol-1-one (example 1), sodium hydride and 3-bromo-1-propanol, to give the desired product as a white solid (66%). Reactants: CC(=O)c1ccccc1N, O=C(Nc1ccccc1C(F)(F)F)C1CCCCC1. The product is CC(=O)c1ccccc1NC(=O)C1CCCCC1. Reaction SMILES: [C:20]([CH3:21])(=[O:22])[c:23]1[c:24]([NH2:25])[cH:26][cH:27][cH:28][cH:29]1.[F:1][C:2]([F:3])([F:4])[c:5]1[cH:6][cH:7][cH:8][cH:9][c:18]1[NH:19][C:10](=[O:11])[CH:12]1[CH2:13][CH2:14][CH2:15][CH2:16][CH2:17]1>>[C:10](=[O:11])([CH:12]1[CH2:13][CH2:14][CH2:15][CH2:16][CH2:17]1)[NH:25][c:24]1[c:23]([C:20]([CH3:21])=[O:22])[cH:29][cH:28][cH:27][cH:26]1.